Dataset: the Open Reaction Database (ORD), a public repository of structured organic reaction records. Task: describe an organic reaction: reactants, conditions, products, and yield Reactants: C(C)(=O)O[C@H]1[C@@H](O[C@@H]([C@H]([C@@H]1OC(C)=O)OC(C)=O)COC(C)=O)N=[N+]=[N-] (2,3,4,6-tetra-O-acetyl-β-D-glucopyranosyl azide). The solvent is CO (methanol). Reaction conditions: temperature 0 celsius, time 8 hour. Product: [C@@H]1([C@H](O)[C@@H](O)[C@H](O)[C@H](O1)CO)N=[N+]=[N-] (β-D-glucopyranosyl azide). Reaction SMILES: C([O:4][C@@H:5]1[C@@H:10]([O:11]C(=O)C)[C@H:9]([O:15]C(=O)C)[C@@H:8]([CH2:19][O:20]C(=O)C)[O:7][C@H:6]1[N:24]=[N+:25]=[N-:26])(=O)C>CO>[C@@H:6]1([N:24]=[N+:25]=[N-:26])[O:7][C@H:8]([CH2:19][OH:20])[C@@H:9]([OH:15])[C@H:10]([OH:11])[C@H:5]1[OH:4]. Reported procedure: To a solution of 2,3,4,6-tetra-O-acetyl-β-D-glucopyranosyl azide (3, 5.6 g) in methanol (50 ml) 1M methanolic sodium methoxide (0.5 ml) was added and the solution was stirred overnight at 0° C., then it was neutralized with AG 50W-X8 (H+) ion-exchange resin. The resin was filtered off, the filtrate was evaporated and dried in vacuo to give the known β-D-glucopyranosyl azide (4). Run in C1(=CC=CC=C1)C (toluene), C(C)(=O)OCC (ethyl acetate). RXN SMILES: [C:1]([O:5][C@@H:6]([C:12]1[C:13]([C:25]2[CH:30]=[CH:29][C:28]([Cl:31])=[CH:27][CH:26]=2)=[C:14]2[C:19](=[CH:20][C:21]=1[CH3:22])[N+:18]([O-])=[C:17]([CH3:24])[CH:16]=[CH:15]2)[C:7]([O:9][CH2:10][CH3:11])=[O:8])([CH3:4])([CH3:3])[CH3:2].C1(S(Cl)(=O)=O)C=CC=CC=1.[CH3:42][NH:43][C:44]1[CH:49]=[CH:48][CH:47]=[CH:46][CH:45]=1.C([O-])([O-])=O.[K+].[K+]>C1(C)C=CC=CC=1.C(OCC)(=O)C>[C:1]([O:5][C@@H:6]([C:12]1[C:13]([C:25]2[CH:30]=[CH:29][C:28]([Cl:31])=[CH:27][CH:26]=2)=[C:14]2[C:19](=[CH:20][C:21]=1[CH3:22])[N:18]=[C:17]([CH2:24][N:43]([CH3:42])[C:44]1[CH:49]=[CH:48][CH:47]=[CH:46][CH:45]=1)[CH:16]=[CH:15]2)[C:7]([O:9][CH2:10][CH3:11])=[O:8])([CH3:4])([CH3:3])[CH3:2] |f:3.4.5|. Isolated yield 78.0%. The product is C(C)(C)(C)O[C@H](C(=O)OCC)C=1C(=C2C=CC(=NC2=CC1C)CN(C1=CC=CC=C1)C)C1=CC=C(C=C1)Cl ((S)-ethyl 2-tert-butoxy-2-(5-(4-chlorophenyl)-7-methyl-2-((methyl(phenyl) amino)methyl)quinolin-6-yl)acetate). Procedure details: To a stirred solution of (S)-6-(1-tert-butoxy-2-ethoxy-2-oxoethyl)-5-(4-chlorophenyl)-2,7-dimethylquinoline 1-oxide (13 mg, 0.029 mmol) in toluene (2 mL) was added benzenesulfonyl chloride (0.2 mL, excess). The mixture was stirred at 80° C. for 1 hour, then cooled to room temperature. N-methylaniline (0.2 mL, excess) and K2CO3 (250 mg, excess) were added. The mixture was stirred at 60° C. for 16 h, then diluted in ethyl acetate (30 mL), washed with NaHCO3 solution, water and brine, dried over Na... Run at temperature 80 celsius, time 1 hour. Reactants: C(C)(C)(C)O[C@H](C(=O)OCC)C=1C(=C2C=CC(=[N+](C2=CC1C)[O-])C)C1=CC=C(C=C1)Cl ((S)-6-(1-tert-butoxy-2-ethoxy-2-oxoethyl)-5-(4-chlorophenyl)-2,7-dimethylquinoline 1-oxide), C1(=CC=CC=C1)S(=O)(=O)Cl (benzenesulfonyl chloride), CNC1=CC=CC=C1 (N-methylaniline), C(=O)([O-])[O-].[K+].[K+] (K2CO3). Reactants: CNC(=S)NCCCSC=1OC=C(N1)C (N-methyl-N'-[3-(4-methyl-2-oxazolyl)thiopropyl]thiourea), N#CN.[Pb] (lead cyanamide). Product: C(#N)NC(=NCCCSC=1OC=C(N1)C)NC (N-Cyano-N'-methyl-N"-[3-(4-methyl-2-oxazolyl)thiopropyl]guanidine). RXN SMILES: [CH3:1][NH:2][C:3]([NH:5][CH2:6][CH2:7][CH2:8][S:9][C:10]1[O:11][CH:12]=[C:13]([CH3:15])[N:14]=1)=S.[N:16]#[C:17][NH2:18].[Pb]>>[C:17]([NH:18][C:3]([NH:2][CH3:1])=[N:5][CH2:6][CH2:7][CH2:8][S:9][C:10]1[O:11][CH:12]=[C:13]([CH3:15])[N:14]=1)#[N:16] |f:1.2,^3:18|. Reported procedure: Reaction of N-methyl-N'-[3-(4-methyl-2-oxazolyl)thiopropyl]thiourea with lead cyanamide by the procedure of Example 121 gives the title compound. Starting materials: C1(CCC1)COC1=C2C=C(NC2=CC=C1)C(=O)O (4-Cyclobutylmethoxy-1H-indole-2-carboxylic acid), O1C=C(C=C1)CO (furan-3-yl-methanol), C(C)OC(=O)C=1NC2=CC=CC(=C2C1)O (4-hydroxy-1H-indole-2-carboxylic acid ethyl ester). Product: O1C(=CC=C1)COC1=C2C=C(NC2=CC=C1)C(=O)O (4-(furan-2-ylmethoxy)-1H-indole-2-carboxylic acid). RXN SMILES: [CH:1]1([CH2:5][O:6][C:7]2[CH:15]=[CH:14][CH:13]=[C:12]3[C:8]=2[CH:9]=[C:10]([C:16]([OH:18])=[O:17])[NH:11]3)[CH2:4][CH2:3][CH2:2]1.[O:19]1C=CC(CO)=C1.C(OC(C1NC2C(C=1)=C(O)C=CC=2)=O)C>>[O:19]1[CH:4]=[CH:3][CH:2]=[C:1]1[CH2:5][O:6][C:7]1[CH:15]=[CH:14][CH:13]=[C:12]2[C:8]=1[CH:9]=[C:10]([C:16]([OH:18])=[O:17])[NH:11]2. Procedure: 4-(Furan-3-ylmethoxy)-1H-indole-2-carboxylic acid (16c) is synthesized analogous to 16a from furan-3-yl-methanol and 4-hydroxy-1H-indole-2-carboxylic acid ethyl ester. Reactants: NC1=NC=C(C=C1)OC (2-amino-5-methoxypyridine), ClCC(=O)CCl (1,3-dichloroacetone). Run in C(OC)COC (dimethoxyethane). Run at temperature 80 celsius, time 30 minute. Product: ClCC=1N=C2N(C=C(C=C2)OC)C1 (2-(chloromethyl)-6-methoxyimidazo[1,2-a]pyridine). RXN SMILES: [NH2:1][C:2]1[CH:7]=[CH:6][C:5]([O:8][CH3:9])=[CH:4][N:3]=1.[Cl:10][CH2:11][C:12]([CH2:14]Cl)=O>C(COC)OC>[Cl:10][CH2:11][C:12]1[N:1]=[C:2]2[CH:7]=[CH:6][C:5]([O:8][CH3:9])=[CH:4][N:3]2[CH:14]=1. Reported procedure: A mixture of 2-amino-5-methoxypyridine (0.5036 g; prepared by the method of Lombardino, J. Med. Chem. 1981, 24 39-42), 1,3-dichloroacetone (Aldrich; 0.3935 g), and dimethoxyethane (2.5 mL) is stirred overnight at room temperature. The mixture is concentrated under reduced pressure and ethanol (7.9 mL) is added. After the mixture has stirred for 30 min at 80° C., it is cooled and concentrated under reduced pressure. The residue is partitioned between dichloromethane and saturated aq. sodium bicar... Reactants: C1=CC=C2C=C(C=CC2=C1)OC(=O)C3=CC=CC=C3O (Betol), 895k, C1(CCCCC1)P(O)(O)=O (cyclohexylphosphonic acid). Reagents/catalysts: C(CCCCCCCCCCCCCCCCC)(=O)[O-].[Zn+2].C(CCCCCCCCCCCCCCCCC)(=O)[O-] (ZnSt). Yields the product CCC(CC(=O)O)O.CC(CC(=O)O)O (BIOPOL), 727k. RXN SMILES: C1(P(=O)(O)O)CCCCC1.C1C=C2C(C=C([O:21][C:22]([C:24]3[C:29]([OH:30])=[CH:28][CH:27]=CC=3)=[O:23])C=C2)=CC=1>C([O-])(=O)CCCCCCCCCCCCCCCCC.[Zn+2].C([O-])(=O)CCCCCCCCCCCCCCCCC>[CH3:27][CH2:28][CH:29]([OH:30])[CH2:24][C:22]([OH:23])=[O:21].[CH3:28][CH:29]([OH:30])[CH2:24][C:22]([OH:23])=[O:21] |f:2.3.4,5.6|. Procedure: PHA pellets were compounded from formulations based on BIOPOL powder of Mw=895k, 0.1 phr DZB (cyclohexylphosphonic acid), 0.4 phr ZnSt (zinc stearate) and 10 phr ATC plasticizer. Plasticizer were determined at 170 C and 5 kg load. The powder blends prepared in a Pappenmeier high speed blender were fed in a Betol single screw extruder, using the conditions summarized in Tables 1 and 4. BIOPOL, pellets with Mw of 727k were obtained with output from 3.0 kg/hr at a screw speed of 40 rpm. The followi... The reactants are CCOC(C)=O, CO, [H][H], COc1ncccc1-c1cc(C(C)(C)C)cc(C#Cc2ccc(NS(C)(=O)=O)cc2)c1N, [OH-], [OH-], [Pd+2]. The product is COc1ncccc1-c1cc(C(C)(C)C)cc(CCc2ccc(NS(C)(=O)=O)cc2)c1N. Reaction SMILES: [CH3:35][CH2:36][O:37][C:38]([CH3:39])=[O:40].[CH3:41][OH:42].[H:33][H:34].[NH2:1][c:2]1[c:3]([C:20]#[C:21][c:22]2[cH:23][cH:24][c:25]([NH:28][S:29](=[O:30])(=[O:31])[CH3:32])[cH:26][cH:27]2)[cH:4][c:5]([C:16]([CH3:17])([CH3:18])[CH3:19])[cH:6][c:7]1-[c:8]1[c:9]([O:14][CH3:15])[n:10][cH:11][cH:12][cH:13]1.[OH-:43].[OH-:44].[Pd+2:45]>>[NH2:1][c:2]1[c:3]([CH2:20][CH2:21][c:22]2[cH:23][cH:24][c:25]([NH:28][S:29](=[O:30])(=[O:31])[CH3:32])[cH:26][cH:27]2)[cH:4][c:5]([C:16]([CH3:17])([CH3:18])[CH3:19])[cH:6][c:7]1-[c:8]1[c:9]([O:14][CH3:15])[n:10][cH:11][cH:12][cH:13]1. Reactants: OC1=C(C=C(C(=C1)NS(=O)(=O)C)OC1=CC=CC=C1)C(=O)C (methyl 2-hydroxy-4-methylsulfonylamino-5-phenoxyphenyl ketone), Cl(=O)(=O)(=O)O (perchloric acid), C(C)OCC (diethyl ether). Run in C(OCC)([O-])[O-] (ethyl orthoformate). Conditions: time 30 minute. The product is CS(=O)(=O)NC1=CC2=C(C(C=CO2)=O)C=C1OC1=CC=CC=C1 (7-methylsulfonylamino-6-phenoxy-4H-1-benzopyran-4-one). Isolated yield 87.6%. As a reaction SMILES: [OH:1][C:2]1[CH:7]=[C:6]([NH:8][S:9]([CH3:12])(=[O:11])=[O:10])[C:5]([O:13][C:14]2[CH:19]=[CH:18][CH:17]=[CH:16][CH:15]=2)=[CH:4][C:3]=1[C:20]([CH3:22])=[O:21].Cl(O)(=O)(=O)=O.[CH2:28](OCC)C>C([O-])([O-])OCC>[CH3:12][S:9]([NH:8][C:6]1[C:5]([O:13][C:14]2[CH:19]=[CH:18][CH:17]=[CH:16][CH:15]=2)=[CH:4][C:3]2[C:20](=[O:21])[CH:22]=[CH:28][O:1][C:2]=2[CH:7]=1)(=[O:11])=[O:10]. Procedure: In 16 ml of ethyl orthoformate was suspended 3.21 g of methyl 2-hydroxy-4-methylsulfonylamino-5-phenoxyphenyl ketone. To the mixture being ice-cooled was dropwise added 2.15 g of a 70% aqueous perchloric acid solution in 10 minutes. Stirring was conducted for 30 minutes at 20°-25° C. 50 ml of diethyl ether was added thereto. The resulting crystal was collected by filtration. The crystal was mixed with 50 ml of water, and the mixture was refluxed for 2 minutes and then cooled to room temperature.... The reactants are C(CCC)[Sn](C(=C)OCC)(CCCC)CCCC (tributyl(1-ethoxyvinyl)tin), BrC1=CC=C2CCN=C(C2=C1)C1CCCCC1 (7-bromo-1-cyclohexyl-3,4-dihydroisoquinoline), C(CCC)[Sn](C(=C)OCC)(CCCC)CCCC (tributyl(1-ethoxyvinyl)tin), [F-].[K+] (potassium fluoride). Reagents/catalysts: C=1C=CC(=CC1)[P](C=2C=CC=CC2)(C=3C=CC=CC3)[Pd]([P](C=4C=CC=CC4)(C=5C=CC=CC5)C=6C=CC=CC6)([P](C=7C=CC=CC7)(C=8C=CC=CC8)C=9C=CC=CC9)[P](C=1C=CC=CC1)(C=1C=CC=CC1)C=1C=CC=CC1 (tetrakis(triphenylphosphine)palladium), C=1C=CC(=CC1)[P](C=2C=CC=CC2)(C=3C=CC=CC3)[Pd]([P](C=4C=CC=CC4)(C=5C=CC=CC5)C=6C=CC=CC6)([P](C=7C=CC=CC7)(C=8C=CC=CC8)C=9C=CC=CC9)[P](C=1C=CC=CC1)(C=1C=CC=CC1)C=1C=CC=CC1 (tetrakis(triphenylphosphine)palladium). Solvent: O1CCOCC1 (1,4-dioxane). Conditions: temperature 80 celsius, time 5 hour. Yields the product C1(CCCCC1)C1=NCCC2=CC=C(C=C12)C(C)=O (1-(1-cyclohexyl-3,4-dihydroisoquinolin-7-yl)ethanone). Yield: 63.9%. As a reaction SMILES: Br[C:2]1[CH:11]=[C:10]2[C:5]([CH2:6][CH2:7][N:8]=[C:9]2[CH:12]2[CH2:17][CH2:16][CH2:15][CH2:14][CH2:13]2)=[CH:4][CH:3]=1.C([Sn](CCCC)(CCCC)[C:23]([O:25]CC)=[CH2:24])CCC.[F-].[K+]>O1CCOCC1.C1C=CC([P]([Pd]([P](C2C=CC=CC=2)(C2C=CC=CC=2)C2C=CC=CC=2)([P](C2C=CC=CC=2)(C2C=CC=CC=2)C2C=CC=CC=2)[P](C2C=CC=CC=2)(C2C=CC=CC=2)C2C=CC=CC=2)(C2C=CC=CC=2)C2C=CC=CC=2)=CC=1>[CH:12]1([C:9]2[C:10]3[C:5](=[CH:4][CH:3]=[C:2]([C:23](=[O:25])[CH3:24])[CH:11]=3)[CH2:6][CH2:7][N:8]=2)[CH2:17][CH2:16][CH2:15][CH2:14][CH2:13]1 |f:2.3,^1:47,49,68,87|. Procedure details: 7-bromo-1-cyclohexyl-3,4-dihydroisoquinoline (4.01 g) was dissolved in 1,4-dioxane (100 mL), to which tributyl(1-ethoxyvinyl)tin (7.43 g), potassium fluoride (2.39 g), and tetrakis(triphenylphosphine)palladium (1.58 g) were then added, followed by stirring at 80° C. for 5 hours. Thereafter, to the reaction liquid were further added tributyl(1-ethoxyvinyl)tin (2.47 g) and tetrakis(triphenylphosphine)palladium (1.58 g), followed by stirring for 14 hours. Then, the reaction liquid was filtered thro... Reactants: [Si](C)(C)(C(C)(C)C)Cl (tert-butyldimethylsilyl chloride), C[SiH](Cl)C (dimethylchlorosilane), Si—H, O (water), O (water). Run in C(C)(C)OC(C)C (isopropyl ether), C(C)(C)OC(C)C (isopropyl ether), C(C)(C)OC(C)C (isopropyl ether), C(C)(C)OC(C)C (diisopropyl ether). Run at temperature 32.5 celsius. Yields the product C(C)(C)(C)[Si](O[SiH](C)C)(C)C (1-tert-butyl-1,1,3,3-tetramethyldisiloxane). Reaction SMILES: [OH2:1].[Si:2](Cl)([C:5]([CH3:8])([CH3:7])[CH3:6])([CH3:4])[CH3:3].[CH3:10][SiH:11]([CH3:13])Cl>C(OC(C)C)(C)C>[C:5]([Si:2]([CH3:4])([CH3:3])[O:1][SiH:11]([CH3:13])[CH3:10])([CH3:8])([CH3:7])[CH3:6]. Procedure details: A 1 L round bottom flask was charged with water (95 g) and diisopropyl ether (50 g) and stirred. A solution of tert-butyldimethylsilyl chloride (39.5 g) in isopropyl ether (50 g) was charged to an addition funnel, and added dropwise to the water/IPE mixture at a rate to maintain the reaction temperature between 30-35° C. After complete addition, the reaction temperature was brought to 40° C. and maintained for 1 h. A solution of dimethylchlorosilane (24.8 g) in isopropyl ether (50 g) was then ch...